Dataset: the Open Reaction Database (ORD), a public repository of structured organic reaction records. Task: describe an organic reaction: reactants, conditions, products, and yield Reactants: FC(C(=O)C)(F)F (1,1,1-trifluoroacetone), [Al+3].[Cl-].[Cl-].[Cl-] (AlCl3), C1=CC=CC=C1 (benzene). The product is FC(C(C)(O)C1=CC=CC=C1)(F)F (1,1,1-Trifluoro-2-phenylpropan-2-ol). Reaction SMILES: [F:1][C:2]([F:7])([F:6])[C:3]([CH3:5])=[O:4].[Al+3].[Cl-].[Cl-].[Cl-].[CH:12]1[CH:17]=[CH:16][CH:15]=[CH:14][CH:13]=1>>[F:1][C:2]([F:7])([F:6])[C:3]([C:12]1[CH:17]=[CH:16][CH:15]=[CH:14][CH:13]=1)([OH:4])[CH3:5] |f:1.2.3.4|. Procedure: 1,1,1-Trifluoro-2-phenylpropan-2-ol was prepared from benzene and 1,1,1-trifluoroacetone by an AlCl3 -catalyzed Friedel-Crafts reaction. Reactants: CC[SiH](CC)CC, COCCn1cccc1C(C)(O)c1ccc(N(C)S(=O)(=O)c2ccccc2)cc1. Product: COCCn1cccc1C(C)c1ccc(N(C)S(=O)(=O)c2ccccc2)cc1. RXN SMILES: [CH2:30]([SiH:31]([CH2:32][CH3:33])[CH2:34][CH3:35])[CH3:36].[OH:1][C:2]([CH3:3])([c:4]1[n:5]([CH2:9][CH2:10][O:11][CH3:12])[cH:6][cH:7][cH:8]1)[c:13]1[cH:14][cH:15][c:16]([N:19]([S:20](=[O:21])(=[O:22])[c:23]2[cH:24][cH:25][cH:26][cH:27][cH:28]2)[CH3:29])[cH:17][cH:18]1>>[CH:2]([CH3:3])([c:4]1[n:5]([CH2:9][CH2:10][O:11][CH3:12])[cH:6][cH:7][cH:8]1)[c:13]1[cH:14][cH:15][c:16]([N:19]([S:20](=[O:21])(=[O:22])[c:23]2[cH:24][cH:25][cH:26][cH:27][cH:28]2)[CH3:29])[cH:17][cH:18]1. Starting materials: P(Br)(Br)Br (Phosphorus tribromide), C(C)OC(=O)C1(CC1)C1=CC=C(C=C1)C1=CC=C(C=C1)C1=C(C(=NO1)C)CO (1-[4′-(4-hydroxymethyl-3-methyl-isoxazol-5-yl)-biphenyl-4-yl]-cyclopropanecarboxylic acid ethyl ester), C(=O)(O)[O-].[Na+] (NaHCO3). Run in COCCOC (DME). Run at time 8 hour. The product is C(C)OC(=O)C1(CC1)C1=CC=C(C=C1)C1=CC=C(C=C1)C1=C(C(=NO1)C)CBr (1-[4′-(4-Bromomethyl-3-methyl-isoxazol-5-yl)-biphenyl-4-yl]-cyclopropanecarboxylic acid ethyl ester). Reaction SMILES: P(Br)(Br)[Br:2].[CH2:5]([O:7][C:8]([C:10]1([C:13]2[CH:18]=[CH:17][C:16]([C:19]3[CH:24]=[CH:23][C:22]([C:25]4[O:29][N:28]=[C:27]([CH3:30])[C:26]=4[CH2:31]O)=[CH:21][CH:20]=3)=[CH:15][CH:14]=2)[CH2:12][CH2:11]1)=[O:9])[CH3:6].C([O-])(O)=O.[Na+]>COCCOC>[CH2:5]([O:7][C:8]([C:10]1([C:13]2[CH:18]=[CH:17][C:16]([C:19]3[CH:24]=[CH:23][C:22]([C:25]4[O:29][N:28]=[C:27]([CH3:30])[C:26]=4[CH2:31][Br:2])=[CH:21][CH:20]=3)=[CH:15][CH:14]=2)[CH2:12][CH2:11]1)=[O:9])[CH3:6] |f:2.3|. Reported procedure: Phosphorus tribromide (0.43 mL, 4.53 mmol) was added to a solution of 1-[4′-(4-hydroxymethyl-3-methyl-isoxazol-5-yl)-biphenyl-4-yl]-cyclopropanecarboxylic acid ethyl ester (1.14 g, 3.02 mmol) in DME (30 mL) at 0° C. The reaction was stirred overnight at room temperature, and then cooled to 0° C. and neutralized with saturated aqueous NaHCO3 to pH 7. The mixture was partitioned between CH2Cl2 and H2O, and the aqueous layer was extracted with CH2Cl2. The combined organic layers were dried over MgS...